Dataset: the Open Reaction Database (ORD), a public repository of structured organic reaction records. Task: describe an organic reaction: reactants, conditions, products, and yield The reactants are CSC1=CC=C(C=O)C=C1 (4-Methylmercaptobenzaldehyde), O (Water), ClC=1N=C(C2=C(N1)C=CS2)N2CCOCC2 (2-chloro-4-morpholin-4-yl-thieno[3,2-d]pyrimidine), C(CCC)[Li] (n-butyllithium), solution. Solvent: C1CCOC1 (THF), hexanes. Reaction conditions: temperature -78 celsius, time 1 hour. Yields the product ClC=1N=C(C2=C(N1)C=C(S2)C(O)C2=CC=C(C=C2)SC)N2CCOCC2 ((2-chloro-4-morpholin-4-yl-thieno[3,2-d]pyrimidin-6-yl)-(4-methylsulfanyl-phenyl)-methanol). As a reaction SMILES: [Cl:1][C:2]1[N:3]=[C:4]([N:11]2[CH2:16][CH2:15][O:14][CH2:13][CH2:12]2)[C:5]2[S:10][CH:9]=[CH:8][C:6]=2[N:7]=1.C([Li])CCC.[CH3:22][S:23][C:24]1[CH:31]=[CH:30][C:27]([CH:28]=[O:29])=[CH:26][CH:25]=1.O>C1COCC1>[Cl:1][C:2]1[N:3]=[C:4]([N:11]2[CH2:16][CH2:15][O:14][CH2:13][CH2:12]2)[C:5]2[S:10][C:9]([CH:28]([C:27]3[CH:30]=[CH:31][C:24]([S:23][CH3:22])=[CH:25][CH:26]=3)[OH:29])=[CH:8][C:6]=2[N:7]=1. Procedure details: To a solution of 2-chloro-4-morpholin-4-yl-thieno[3,2-d]pyrimidine (2.74 g) in THF (40 mL) at −78° C. was added n-butyllithium (5.15 mL of a 2.5 M solution in hexanes) and the reaction stirred at −78° C. for 1 h. 4-Methylmercaptobenzaldehyde (1.43 mL) was then added and the reaction mixture was lowly warmed to room temperature. Water was added and the resulting precipitate was collected by filtration. Recyrstallisation from EtOAc/hexane yielded (2-chloro-4-morpholin-4-yl-thieno[3,2-d]pyrimidin-6... As a reaction SMILES: [ClH:29].[I-:35].[K+:34].[N:30]([O-:31])=[O:32].[NH2:1][c:2]1[cH:3][cH:4][c:5]([S:8](=[O:9])(=[O:10])[NH:11][c:12]2[c:13]([C:14](=[O:15])[NH:16][CH2:17][CH2:18][CH2:19][n:20]3[cH:21][n:22][cH:23][cH:24]3)[cH:25][cH:26][cH:27][cH:28]2)[cH:6][cH:7]1.[Na+:33].[Na+:37].[OH-:36].[OH2:38]>>[c:2]1([I:35])[cH:3][cH:4][c:5]([S:8](=[O:9])(=[O:10])[NH:11][c:12]2[c:13]([C:14](=[O:15])[NH:16][CH2:17][CH2:18][CH2:19][n:20]3[cH:21][n:22][cH:23][cH:24]3)[cH:25][cH:26][cH:27][cH:28]2)[cH:6][cH:7]1. Yields the product O=C(NCCCn1ccnc1)c1ccccc1NS(=O)(=O)c1ccc(I)cc1. Reactants: Cl, [I-], [K+], O=N[O-], Nc1ccc(S(=O)(=O)Nc2ccccc2C(=O)NCCCn2ccnc2)cc1, [Na+], [Na+], [OH-], O. Starting materials: CN(C)C=O, CCOC(C)=O, CS(=O)(=O)OC1CC(C(=O)N2CCCC2C(=O)NCC2CCCN(CC3CCCCC3)C2)N(C(=O)CC(c2ccccc2)(c2ccccc2)c2ccccc2)C1, [N-]=[N+]=[N-], [Na+]. The product is [N-]=[N+]=NC1CC(C(=O)N2CCCC2C(=O)NCC2CCCN(CC3CCCCC3)C2)N(C(=O)CC(c2ccccc2)(c2ccccc2)c2ccccc2)C1. RXN SMILES: [CH3:61][N:62]([CH3:63])[CH:64]=[O:65].[CH3:66][CH2:67][O:68][C:69](=[O:70])[CH3:71].[CH:1]1([CH2:7][N:8]2[CH2:9][CH:10]([CH2:14][NH:15][C:16](=[O:17])[CH:18]3[N:19]([C:23](=[O:24])[CH:25]4[N:26]([C:35]([CH2:36][C:37]([c:38]5[cH:39][cH:40][cH:41][cH:42][cH:43]5)([c:44]5[cH:45][cH:46][cH:47][cH:48][cH:49]5)[c:50]5[cH:51][cH:52][cH:53][cH:54][cH:55]5)=[O:56])[CH2:27][CH:28]([O:30][S:31]([CH3:32])(=[O:33])=[O:34])[CH2:29]4)[CH2:20][CH2:21][CH2:22]3)[CH2:11][CH2:12][CH2:13]2)[CH2:2][CH2:3][CH2:4][CH2:5][CH2:6]1.[N-:58]=[N+:59]=[N-:60].[Na+:57]>>[CH:1]1([CH2:7][N:8]2[CH2:9][CH:10]([CH2:14][NH:15][C:16](=[O:17])[CH:18]3[N:19]([C:23](=[O:24])[CH:25]4[N:26]([C:35]([CH2:36][C:37]([c:38]5[cH:39][cH:40][cH:41][cH:42][cH:43]5)([c:44]5[cH:45][cH:46][cH:47][cH:48][cH:49]5)[c:50]5[cH:51][cH:52][cH:53][cH:54][cH:55]5)=[O:56])[CH2:27][CH:28]([N:58]=[N+:59]=[N-:60])[CH2:29]4)[CH2:20][CH2:21][CH2:22]3)[CH2:11][CH2:12][CH2:13]2)[CH2:2][CH2:3][CH2:4][CH2:5][CH2:6]1. Starting materials: BrC=1C=C2CC(CNC2=CC1)NS(=O)(=O)C1=CC=CC=C1 (N-(6-Bromo-1,2,3,4-tetrahydroquinolin-3-yl)-benzenesulfonamide), C1(=CC=CC=C1)S(=O)(=O)Cl (benzenesulfonyl chloride). Run in N1=CC=CC=C1 (pyridine). Reaction conditions: time 8 hour. Product: C1(=CC=CC=C1)S(=O)(=O)N1CC(CC2=CC(=CC=C12)Br)NS(=O)(=O)C1=CC=CC=C1 (N-(1-Benzenesulfonyl-6-bromo-1,2,3,4-tetrahydroquinolin-3-yl)-benzenesulfonamide). The yield is 92.3%. Reaction SMILES: [Br:1][C:2]1[CH:3]=[C:4]2[C:9](=[CH:10][CH:11]=1)[NH:8][CH2:7][CH:6]([NH:12][S:13]([C:16]1[CH:21]=[CH:20][CH:19]=[CH:18][CH:17]=1)(=[O:15])=[O:14])[CH2:5]2.[C:22]1([S:28](Cl)(=[O:30])=[O:29])[CH:27]=[CH:26][CH:25]=[CH:24][CH:23]=1>N1C=CC=CC=1>[C:22]1([S:28]([N:8]2[C:9]3[C:4](=[CH:3][C:2]([Br:1])=[CH:11][CH:10]=3)[CH2:5][CH:6]([NH:12][S:13]([C:16]3[CH:17]=[CH:18][CH:19]=[CH:20][CH:21]=3)(=[O:14])=[O:15])[CH2:7]2)(=[O:30])=[O:29])[CH:27]=[CH:26][CH:25]=[CH:24][CH:23]=1. Reported procedure: To a solution of compound 87A (98 mg, 0.299 mmol) in pyridine (3 ml) was added benzenesulfonyl chloride (0.042 mL, 0.33 mmol). The mixture was stirred at RT overnight, then concentrated. The residue was chromatographed (10 g silica gel) eluting with EtOAc (0-60%) in hexane to give the title compound (140 mg, 93%) as a white foam. HPLC: 99% at 7.06 min (retention time) (Conditions: Zorbax SB C18 (4.6×75 mm); Eluted with 0% to 100% B, 8 min gradient. (A 90% H2O−10% MeOH−0.1% H3PO4 and B=10% H2O−90... The reactants are N[C@H]1[C@@H](C(OC2=C1C=C(C=C2)C#N)(C)C)O ((trans)-4-amino-3,4-dihydro-3-hydroxy-2,2-dimethyl-2H-1-benzopyran-6-carbonitrile), C1(=CC=CC=C1)N=C=S (phenylisothiocyanate). Yield: 86.1%. RXN SMILES: [NH2:1][C@@H:2]1[C:7]2[CH:8]=[C:9]([C:12]#[N:13])[CH:10]=[CH:11][C:6]=2[O:5][C:4]([CH3:15])([CH3:14])[C@H:3]1[OH:16].[C:17]1([N:23]=[C:24]=[S:25])[CH:22]=[CH:21][CH:20]=[CH:19][CH:18]=1>C(O)C>[C:12]([C:9]1[CH:10]=[CH:11][C:6]2[O:5][C:4]([CH3:14])([CH3:15])[C@@H:3]([OH:16])[C@H:2]([NH:1][C:24]([NH:23][C:17]3[CH:22]=[CH:21][CH:20]=[CH:19][CH:18]=3)=[S:25])[C:7]=2[CH:8]=1)#[N:13]. The product is C(#N)C=1C=CC2=C([C@H]([C@@H](C(O2)(C)C)O)NC(=S)NC2=CC=CC=C2)C1 ((trans)-1-(6-Cyano-3,4-dihydro-3-hydroxy-2,2-dimethyl-2H-1-benzopyran-4-yl)-3-phenylthiourea). Solvent: C(C)O (ethanol). Procedure details: A suspension of (trans)-4-amino-3,4-dihydro-3-hydroxy-2,2-dimethyl-2H-1-benzopyran-6-carbonitrile (prepared according to Evans et al., J. Med. Chem; 1983, 26, p. 1582 and J. Med. Chem., 1986, 29, p. 2194) (1.0 g, 4.6 mmol) in ethanol (4 ml) under argon was treated with phenylisothiocyanate (0.62 g, 4.6 mmol) and the reaction was heated at reflux for 4 hours. The reaction was then concentrated in vacuo and the residue was triturated with isopropylether to give the title compound as a colorless so... Starting materials: C1(=CC=C(C=C1)C[C@@H]1C[C@H](C(N1C(C(C)(C)C)=O)=O)C)C1=CC=CC=C1 ((3R,5S)-5-biphenyl-4-ylmethyl-1-(2,2-dimethylpropionyl)-3-methylpyrrolidin-2-one), C1(=CC=C(C=C1)S(=O)(=O)O)C (para-toluenesulphonic acid), C(C)O (ethanol). Yields the product C(C)OC([C@@H](C[C@@H](CC1=CC=C(C=C1)C1=CC=CC=C1)N)C)=O ((2R,4S)-4-amino-5-biphenyl-4-yl-2-methylpentanoic acid ethyl ester). Reaction SMILES: [C:1]1([C:21]2[CH:26]=[CH:25][CH:24]=[CH:23][CH:22]=2)[CH:6]=[CH:5][C:4]([CH2:7][C@H:8]2[N:12](C(=O)C(C)(C)C)[C:11](=[O:19])[C@H:10]([CH3:20])[CH2:9]2)=[CH:3][CH:2]=1.C1(C)C=CC(S(O)(=O)=O)=CC=1.[CH2:38]([OH:40])[CH3:39]>>[CH2:38]([O:40][C:11](=[O:19])[C@H:10]([CH3:20])[CH2:9][C@H:8]([NH2:12])[CH2:7][C:4]1[CH:5]=[CH:6][C:1]([C:21]2[CH:26]=[CH:25][CH:24]=[CH:23][CH:22]=2)=[CH:2][CH:3]=1)[CH3:39]. Reported procedure: 0.5 g (3R,5S)-5-biphenyl-4-ylmethyl-1-(2,2-dimethylpropionyl)-3-methylpyrrolidin-2-one, 5 ml ethanol and 1.1 g para-toluenesulphonic acid were heated at about 80-120° C. for about 24 hours. The mixture was evaporated to dryness to obtain (2R,4S)-4-amino-5-biphenyl-4-yl-2-methylpentanoic acid ethyl ester (p-toluenesulphonate salt). 1H NMR (CDCl3): 1.08 (3H), 1.16 (3H), 1.87 (1H), 1.95 (1H), 2.38 (3H), 2.77 (1H), 2.92 (1H), 3.15 (1H), 3.69 (1H), 4.07 (2H), 7.16-7.77 (13H), 9.89 (3H). Starting materials: C(C)C1C(CCC(C(OC(C2CCCCN2C(C(C2(C(CC(C(C(CC(CC(=C1)C)C)OC)O2)OC)C)O)=O)=O)=O)C(=CC2CC(C(CC2)O)OCC=C)C)C)=O (17-ethyl-1-hydroxy-12-[2'-(4"-hydroxy-3"-allyloxycyclohexyl)-1'-methylvinyl]-23, 25-dimethoxy-13,19,21,27-tetramethyl-11,28-dioxa-4-azatricyclo[22.3.1.04,9 ]octacos-18-ene-2,3,10,16-tetraone), C(C)(C)N(CC)C(C)C (diisopropylethyl amine), [N+](=O)([O-])C1=C(C=CC=C1)S(=O)(=O)Cl (o-nitrobenzenesulfonyl chloride). The reagents and catalysts are CN(C1=CC=NC=C1)C (4-dimethylaminopyridine). The solvent is C(Cl)Cl (methylene chloride), C(C)(=O)OCC (ethyl acetate). Run at time 18 hour. The product is C(C)C1C(CCC(C(OC(C2CCCCN2C(C(C2(C(CC(C(C(CC(CC(=C1)C)C)OC)O2)OC)C)O)=O)=O)=O)C(=CC2CC(C(CC2)OS(=O)(=O)C2=C(C=CC=C2)[N+](=O)[O-])OCC=C)C)C)=O (17-Ethyl-1-hydroxy-12-[2'-(4"-(o-nitrobenzenesulfonyloxy)-3"-allyloxycyclohexyl)-1'-methylvinyl]-23,25-dimethoxy-13,19,21,27-tetramethyl-11,28-dioxa-4-azatricyclo[22.3.-1.04,9 ]octacos-18-ene-2,3,10,16-tetraone). The yield is 81.2%. As a reaction SMILES: [CH2:1]([CH:3]1[CH:29]=[C:28]([CH3:30])[CH2:27][CH:26]([CH3:31])[CH2:25][CH:24]([O:32][CH3:33])[CH:23]2[O:34][C:19]([OH:38])([CH:20]([CH3:37])[CH2:21][CH:22]2[O:35][CH3:36])[C:18](=[O:39])[C:17](=[O:40])[N:16]2[CH:11]([CH2:12][CH2:13][CH2:14][CH2:15]2)[C:10](=[O:41])[O:9][CH:8]([C:42]([CH3:55])=[CH:43][CH:44]2[CH2:49][CH2:48][CH:47]([OH:50])[CH:46]([O:51][CH2:52][CH:53]=[CH2:54])[CH2:45]2)[CH:7]([CH3:56])[CH2:6][CH2:5][C:4]1=[O:57])[CH3:2].C(N(C(C)C)CC)(C)C.[N+:67]([C:70]1[CH:75]=[CH:74][CH:73]=[CH:72][C:71]=1[S:76](Cl)(=[O:78])=[O:77])([O-:69])=[O:68]>C(Cl)Cl.CN(C)C1C=CN=CC=1.C(OCC)(=O)C>[CH2:1]([CH:3]1[CH:29]=[C:28]([CH3:30])[CH2:27][CH:26]([CH3:31])[CH2:25][CH:24]([O:32][CH3:33])[CH:23]2[O:34][C:19]([OH:38])([CH:20]([CH3:37])[CH2:21][CH:22]2[O:35][CH3:36])[C:18](=[O:39])[C:17](=[O:40])[N:16]2[CH:11]([CH2:12][CH2:13][CH2:14][CH2:15]2)[C:10](=[O:41])[O:9][CH:8]([C:42]([CH3:55])=[CH:43][CH:44]2[CH2:49][CH2:48][CH:47]([O:50][S:76]([C:71]3[CH:72]=[CH:73][CH:74]=[CH:75][C:70]=3[N+:67]([O-:69])=[O:68])(=[O:77])=[O:78])[CH:46]([O:51][CH2:52][CH:53]=[CH2:54])[CH2:45]2)[CH:7]([CH3:56])[CH2:6][CH2:5][C:4]1=[O:57])[CH3:2]. Procedure: To a solution of 17-ethyl-1-hydroxy-12-[2'-(4"-hydroxy-3"-allyloxycyclohexyl)-1'-methylvinyl]-23, 25-dimethoxy-13,19,21,27-tetramethyl-11,28-dioxa-4-azatricyclo[22.3.1.04,9 ]octacos-18-ene-2,3,10,16-tetraone (66 mg) in dry methylene chloride (1.4 ml) was added an excess of diisopropylethyl amine (34 μl) and o-nitrobenzenesulfonyl chloride (36 mg) followed by addition of 4-dimethylaminopyridine (24 mg). The mixture was stirred at room temperature for 18 hours at which time it was diluted with eth... The reactants are Cn1cc(Br)nc(Nc2ccc3c(c2)CCNC3)c1=O, [BH3-]C#N, CO, [Cl-], [Cl-], [Na+], O=C1COC1, [Zn+2]. Product: Cn1cc(Br)nc(Nc2ccc3c(c2)CCN(C2COC2)C3)c1=O. Reaction SMILES: [Br:1][c:2]1[n:3][c:4]([NH:10][c:11]2[cH:12][c:13]3[c:18]([cH:19][cH:20]2)[CH2:17][NH:16][CH2:15][CH2:14]3)[c:5](=[O:9])[n:6]([CH3:8])[cH:7]1.[C:26]([BH3-:27])#[N:28].[CH3:30][OH:31].[Cl-:32].[Cl-:34].[Na+:29].[O:21]1[CH2:22][C:23](=[O:25])[CH2:24]1.[Zn+2:33]>>[Br:1][c:2]1[n:3][c:4]([NH:10][c:11]2[cH:12][c:13]3[c:18]([cH:19][cH:20]2)[CH2:17][N:16]([CH:23]2[CH2:22][O:21][CH2:24]2)[CH2:15][CH2:14]3)[c:5](=[O:9])[n:6]([CH3:8])[cH:7]1. Reactants: Br.N1N=NN=C1C1=CN=C2SC3=C(N2C1=N)C=CC=C3 (3-(1H-tetrazol-5-yl)-4H-pyrimido[2,1-b]benzothiazol-4-imine hydrobromide), P12(=S)SP3(=S)SP(=S)(S1)SP(=S)(S2)S3 (P2S5), N1=CC=CC=C1 (pyridine). The solvent is O (water). Yields the product N1N=NN=C1C1=CN=C2SC3=C(N2C1=S)C=CC=C3 (3-(1H-Tetrazol-5-yl)-4H-pyrimido [2,1-b]-benzothiazol-4-thione). RXN SMILES: Br.[NH:2]1[C:6]([C:7]2[C:15](=N)[N:14]3[C:10]([S:11][C:12]4[CH:20]=[CH:19][CH:18]=[CH:17][C:13]=43)=[N:9][CH:8]=2)=[N:5][N:4]=[N:3]1.P12(SP3(SP(SP(S3)(S1)=S)(=S)S2)=S)=[S:22].N1C=CC=CC=1>O>[NH:2]1[C:6]([C:7]2[C:15](=[S:22])[N:14]3[C:10]([S:11][C:12]4[CH:20]=[CH:19][CH:18]=[CH:17][C:13]=43)=[N:9][CH:8]=2)=[N:5][N:4]=[N:3]1 |f:0.1|. Procedure: - The product of Example 24, 0.02 mole, and 12.0 g. (0.054 mole) of P2S5 in 125 ml. of pyridine is heated at reflux for 5 hrs. and then poured into 1 l. of ice and water mixture. The product is collected by filtration, the solid dissolved in dilute NaOH, treated with decolorizing carbon, filtered and the filtrate acidified whereupon the purified product precipitated and was collected on a filter. Starting materials: C(C)(=O)OCCC(C(CC=C(C)C)OC(C)OCC)C (8-acetoxy-2,6-dimethyl-5-[(1-ethoxyethoxy)]-2-octene), C([O-])([O-])=O (carbonate), O (water). The solvent is CO (methanol). Reaction conditions: time 3 hour. Yields the product CC(CCO)C(CC=C(C)C)OC(C)OCC (3,7-dimethyl-4-[(1-ethoxyethoxy)]-6-octen-1-ol). RXN SMILES: C([O:4][CH2:5][CH2:6][CH:7]([CH3:20])[CH:8]([O:14][CH:15]([O:17][CH2:18][CH3:19])[CH3:16])[CH2:9][CH:10]=[C:11]([CH3:13])[CH3:12])(=O)C.C(=O)([O-])[O-].O>CO>[CH3:20][CH:7]([CH:8]([O:14][CH:15]([O:17][CH2:18][CH3:19])[CH3:16])[CH2:9][CH:10]=[C:11]([CH3:13])[CH3:12])[CH2:6][CH2:5][OH:4]. Reported procedure: A mixture of 8-acetoxy-2,6-dimethyl-5-[(1-ethoxyethoxy)]-2-octene (0.5 mmole), saturated potassim carbonate solution (9 ml), water (6 ml) and methanol (100 ml) is stirred for 3 hours at room temperature. Most of the methanol is removed in vacuo and the residue is treated with ethyl acetate (500 ml) and water (200 ml). The organic phase is dried (Na2SO4) and evaporated in vacuo to give the crude product. This material is further purified by column chromatography on silica gel (25 g, 15% ethyl ace...